This data is from the Open Reaction Database (ORD), a public repository of structured organic reaction records. The task is: describe an organic reaction: reactants, conditions, products, and yield The reactants are C(=O)(OC(C)(C)C)N[C@@H](CC1=CC=CC=C1)[C@@H]1C[C@H](C(O1)=O)CC1=CC(=CC=C1)C#N (5(S)-[1(S)-(Boc-amino)-2-phenylethyl]-3(R)-(m-cyanophenylmethyl)-dihydrofuran-2-(3H)-one), [OH-].[Li+] (lithium hydroxide). Solvent: O (water), C(OC)COC (dimethoxyethane). Product: C(=O)(OC(C)(C)C)N[C@H]([C@H](C[C@H](C(=O)O)CC1=CC(=CC=C1)C#N)O)CC1=CC=CC=C1 (5(S)-(Boc-amino)-4(S)-hydroxy-6-phenyl-2(R)-(m-cyanophenylmethyl)-hexanoic acid). As a reaction SMILES: [C:1]([NH:8][C@H:9]([C@H:17]1[O:21][C:20](=[O:22])[C@H:19]([CH2:23][C:24]2[CH:29]=[CH:28][CH:27]=[C:26]([C:30]#[N:31])[CH:25]=2)[CH2:18]1)[CH2:10][C:11]1[CH:16]=[CH:15][CH:14]=[CH:13][CH:12]=1)([O:3][C:4]([CH3:7])([CH3:6])[CH3:5])=[O:2].[OH-:32].[Li+]>C(COC)OC.O>[C:1]([NH:8][C@@H:9]([CH2:10][C:11]1[CH:16]=[CH:15][CH:14]=[CH:13][CH:12]=1)[C@@H:17]([OH:21])[CH2:18][C@@H:19]([CH2:23][C:24]1[CH:29]=[CH:28][CH:27]=[C:26]([C:30]#[N:31])[CH:25]=1)[C:20]([OH:22])=[O:32])([O:3][C:4]([CH3:6])([CH3:5])[CH3:7])=[O:2] |f:1.2|. Reported procedure: Analogously to Example 1i), 1.6 g (3.8 mmol) of 5(S)-[1(S)-(Boc-amino)-2-phenylethyl]-3(R)-(m-cyanophenylmethyl)-dihydrofuran-2-(3H)-one in 37 ml of dimethoxyethane and 20 ml of water are hydrolysed with 15.2 ml of 1M lithium hydroxide solution to yield the title compound: tRet (I)=13.8 min.